This data is from the Open Reaction Database (ORD), a public repository of structured organic reaction records. The task is: describe an organic reaction: reactants, conditions, products, and yield The reactants are CO, CC(C)O, O=C(Nc1c(F)cccc1F)c1cccc(-c2nc3ccccn3c2-c2ccnc(Cl)n2)c1, Cl, CCCOc1cc(N2CCC(N3CCCCC3)CC2)ccc1N, N. Product: CCCOc1cc(N2CCC(N3CCCCC3)CC2)ccc1Nc1nccc(-c2c(-c3cccc(C(=O)Nc4c(F)cccc4F)c3)nc3ccccn23)n1. As a reaction SMILES: [CH3:63][OH:64].[CH:59]([OH:60])([CH3:61])[CH3:62].[Cl:1][c:2]1[n:3][cH:4][cH:5][c:6](-[c:8]2[c:9](-[c:17]3[cH:18][c:19]([C:20](=[O:21])[NH:22][c:23]4[c:24]([F:30])[cH:25][cH:26][cH:27][c:28]4[F:29])[cH:31][cH:32][cH:33]3)[n:10][c:11]3[n:12]2[cH:13][cH:14][cH:15][cH:16]3)[n:7]1.[ClH:57].[N:34]1([CH:40]2[CH2:41][CH2:42][N:43]([c:46]3[cH:47][c:48]([O:53][CH2:54][CH2:55][CH3:56])[c:49]([NH2:50])[cH:51][cH:52]3)[CH2:44][CH2:45]2)[CH2:35][CH2:36][CH2:37][CH2:38][CH2:39]1.[NH3:58]>>[c:2]1([NH:50][c:49]2[c:48]([O:53][CH2:54][CH2:55][CH3:56])[cH:47][c:46]([N:43]3[CH2:42][CH2:41][CH:40]([N:34]4[CH2:35][CH2:36][CH2:37][CH2:38][CH2:39]4)[CH2:45][CH2:44]3)[cH:52][cH:51]2)[n:3][cH:4][cH:5][c:6](-[c:8]2[c:9](-[c:17]3[cH:18][c:19]([C:20](=[O:21])[NH:22][c:23]4[c:24]([F:30])[cH:25][cH:26][cH:27][c:28]4[F:29])[cH:31][cH:32][cH:33]3)[n:10][c:11]3[n:12]2[cH:13][cH:14][cH:15][cH:16]3)[n:7]1. Reactants: CCOC(=O)Cl, CN1CCC(=C2c3ccccc3C=Cc3ccccc32)CC1, Cc1ccccc1. Yields the product CCOC(=O)N1CCC(=C2c3ccccc3C=Cc3ccccc32)CC1. RXN SMILES: [C:23]([O:24][CH2:25][CH3:26])(=[O:27])[Cl:28].[CH3:1][N:2]1[CH2:3][CH2:4][C:5](=[C:8]2[c:9]3[cH:10][cH:11][cH:12][cH:13][c:14]3[CH:15]=[CH:16][c:17]3[cH:18][cH:19][cH:20][cH:21][c:22]32)[CH2:6][CH2:7]1.[CH3:29][c:30]1[cH:31][cH:32][cH:33][cH:34][cH:35]1>>[N:2]1([C:23]([O:24][CH2:25][CH3:26])=[O:27])[CH2:3][CH2:4][C:5](=[C:8]2[c:9]3[cH:10][cH:11][cH:12][cH:13][c:14]3[CH:15]=[CH:16][c:17]3[cH:18][cH:19][cH:20][cH:21][c:22]32)[CH2:6][CH2:7]1. Starting materials: N[C@@H](CC1=CC=CC=C1)C(=O)O (L-phenylalanine), ClC(=O)OCC(C)C (isobutyl chloroformate). The product is C(C(C)C)OC(=O)N[C@@H](CC1=CC=CC=C1)C(=O)O (Isobutoxycarbonyl-L-phenylalanine). RXN SMILES: [NH2:1][C@H:2]([C:10]([OH:12])=[O:11])[CH2:3][C:4]1[CH:9]=[CH:8][CH:7]=[CH:6][CH:5]=1.Cl[C:14]([O:16][CH2:17][CH:18]([CH3:20])[CH3:19])=[O:15]>>[CH2:17]([O:16][C:14]([NH:1][C@H:2]([C:10]([OH:12])=[O:11])[CH2:3][C:4]1[CH:9]=[CH:8][CH:7]=[CH:6][CH:5]=1)=[O:15])[CH:18]([CH3:20])[CH3:19]. Procedure: Treatment of L-phenylalanine with isobutyl chloroformate in a manner analogous to that described above, yielded yielded the desired acid as an oil [MS: 266 (M+H)+ ] which crystallized out upon standing and which was used directly in the next step. Reactants: C(C)OC(=O)C1=C(NC=2C=CNC(C2C1C1=CC(=CC=C1)[N+](=O)[O-])=O)C (1,4,5,6-tetrahydro-2-methyl-4-(3-nitrophenyl)-5-oxo-1,6-naphthyridine-3-carboxylic acid ethyl ester), CN(C)CCCCl (N,N-dimethylaminopropylchloride), C([O-])([O-])=O.[K+].[K+] (potassium carbonate). The solvent is CC(=O)C (acetone), O (water). Yields the product C(C)OC(=O)C1=C(NC=2C=CN(C(C2C1C1=CC(=CC=C1)[N+](=O)[O-])=O)CCCN(C)C)C (1,4,5,6-tetrahydro-6-(3-dimethylaminopropyl)-2-methyl-4-(3-nitrophenyl)-5-oxo-1,6-naphthyridine-3-carboxylic acid ethyl ester). As a reaction SMILES: [CH2:1]([O:3][C:4]([C:6]1[CH:15]([C:16]2[CH:21]=[CH:20][CH:19]=[C:18]([N+:22]([O-:24])=[O:23])[CH:17]=2)[C:14]2[C:13](=[O:25])[NH:12][CH:11]=[CH:10][C:9]=2[NH:8][C:7]=1[CH3:26])=[O:5])[CH3:2].[CH3:27][N:28]([CH2:30][CH2:31][CH2:32]Cl)[CH3:29].C(=O)([O-])[O-].[K+].[K+]>CC(C)=O.O>[CH2:1]([O:3][C:4]([C:6]1[CH:15]([C:16]2[CH:21]=[CH:20][CH:19]=[C:18]([N+:22]([O-:24])=[O:23])[CH:17]=2)[C:14]2[C:13](=[O:25])[N:12]([CH2:32][CH2:31][CH2:30][N:28]([CH3:29])[CH3:27])[CH:11]=[CH:10][C:9]=2[NH:8][C:7]=1[CH3:26])=[O:5])[CH3:2] |f:2.3.4|. Procedure: 6.9 g (19.4 mmol) of 1,4,5,6-tetrahydro-2-methyl-4-(3-nitrophenyl)-5-oxo-1,6-naphthyridine-3-carboxylic acid ethyl ester prepared according to Example 1, and 2.4 g (19.4 mmol) of N,N-dimethylaminopropylchloride are kept at boiling temperature for 48 hours with 10.7 g (77.6 mmol) potassium carbonate in 500 ml acetone. The product is reduced in volume to dryness under vacuum, the residue is taken up in 500 ml water and 500 ml methylene chloride and the organic phase washed with 500 ml water and dr... Reactants: CCOP(=O)(OCC)C(Cl)c1ccc(C)cc1, CC1(C)CCC(C)(C)c2cc(C=O)c(F)cc21. Product: Cc1ccc(C#Cc2cc3c(cc2F)C(C)(C)CCC3(C)C)cc1. As a reaction SMILES: [Cl:1][CH:2]([c:3]1[cH:4][cH:5][c:6]([CH3:9])[cH:7][cH:8]1)[P:10](=[O:11])([O:12][CH2:13][CH3:14])[O:15][CH2:16][CH3:17].[F:18][c:19]1[c:20]([CH:33]=[O:34])[cH:21][c:22]2[c:27]([cH:28]1)[C:26]([CH3:29])([CH3:30])[CH2:25][CH2:24][C:23]2([CH3:31])[CH3:32]>>[C:2]([c:3]1[cH:4][cH:5][c:6]([CH3:9])[cH:7][cH:8]1)#[C:33][c:20]1[c:19]([F:18])[cH:28][c:27]2[c:22]([cH:21]1)[C:23]([CH3:31])([CH3:32])[CH2:24][CH2:25][C:26]2([CH3:29])[CH3:30]. Reactants: C[Si](CCOCN1C=NC2=C1C=C(N2)C(=O)OCC)(C)C (Ethyl 1-({[2-(trimethylsilyl)ethyl]oxy}methyl)-1,4-dihydropyrrolo[2,3-d]imidazole-5-carboxylate), [Li+].[OH-] (LiOH). The solvent is C1CCOC1 (THF), CO (MeOH). Conditions: temperature 60 celsius. The product is C[Si](CCOCN1C=NC2=C1C=C(N2)C(=O)O)(C)C (1-({[2-(Trimethylsilyl)ethyl]oxy}methyl)-1,4-dihydropyrrolo[2,3-d]imidazole-5-carboxylic acid). Yield: 153.9%. Reaction SMILES: [CH3:1][Si:2]([CH3:21])([CH3:20])[CH2:3][CH2:4][O:5][CH2:6][N:7]1[C:11]2[CH:12]=[C:13]([C:15]([O:17]CC)=[O:16])[NH:14][C:10]=2[N:9]=[CH:8]1.[Li+].[OH-]>C1COCC1.CO>[CH3:1][Si:2]([CH3:21])([CH3:20])[CH2:3][CH2:4][O:5][CH2:6][N:7]1[C:11]2[CH:12]=[C:13]([C:15]([OH:17])=[O:16])[NH:14][C:10]=2[N:9]=[CH:8]1 |f:1.2|. Reported procedure: Ethyl 1-({[2-(trimethylsilyl)ethyl]oxy}methyl)-1,4-dihydropyrrolo[2,3-d]imidazole-5-carboxylate (0.088 g, 0.284 mmol) was dissolved in THF and MeOH. LiOH (1 mL, 1 mmol) was added to the solution and the reaction was heated to 60° C. When starting material was no longer evident by TLC the reaction was evaporated to afford the title compound (0.123 g, 77%) a white solid. This was used with no further purification. LCMS: m/z=280.0 (M−1). Starting materials: Nc1nc(OCC2CCCCC2)nc2c1nc(Br)n2C1CCCCO1, C[O-], CO, [Na+]. Product: COc1nc2c(N)nc(OCC3CCCCC3)nc2n1C1CCCCO1. As a reaction SMILES: [Br:1][c:2]1[n:3]([CH:20]2[O:21][CH2:22][CH2:23][CH2:24][CH2:25]2)[c:4]2[n:5][c:6]([O:12][CH2:13][CH:14]3[CH2:15][CH2:16][CH2:17][CH2:18][CH2:19]3)[n:7][c:8]([NH2:11])[c:9]2[n:10]1.[CH3:26][O-:27].[CH3:29][OH:30].[Na+:28]>>[c:2]1([O:27][CH3:26])[n:3]([CH:20]2[O:21][CH2:22][CH2:23][CH2:24][CH2:25]2)[c:4]2[n:5][c:6]([O:12][CH2:13][CH:14]3[CH2:15][CH2:16][CH2:17][CH2:18][CH2:19]3)[n:7][c:8]([NH2:11])[c:9]2[n:10]1. The reactants are C1CCOC1, [Li]CCCC, CN(C)P(=O)(N(C)C)N(C)C, CCC(Br)Cc1cccc(OC)c1, O=C(O)Cc1ccccc1. The product is CCC(Cc1cccc(OC)c1)C(C(=O)O)c1ccccc1. Reaction SMILES: [CH2:40]1[O:41][CH2:42][CH2:43][CH2:44]1.[CH3:11][CH2:12][CH2:13][CH2:14][Li:15].[CH3:16][N:17]([CH3:18])[P:19]([N:20]([CH3:21])[CH3:22])([N:23]([CH3:24])[CH3:25])=[O:26].[CH3:27][O:28][c:29]1[cH:30][c:31]([CH2:35][CH:36]([CH2:37][CH3:38])[Br:39])[cH:32][cH:33][cH:34]1.[OH:1][C:2](=[O:3])[CH2:4][c:5]1[cH:6][cH:7][cH:8][cH:9][cH:10]1>>[OH:1][C:2](=[O:3])[CH:4]([c:5]1[cH:6][cH:7][cH:8][cH:9][cH:10]1)[CH:36]([CH2:35][c:31]1[cH:30][c:29]([O:28][CH3:27])[cH:34][cH:33][cH:32]1)[CH2:37][CH3:38]. Reactants: CCOC(C)=O, O=[N+]([O-])c1cccc(S(=O)(=O)N2CCN(Cc3ccc(C(O)(C(F)(F)F)C(F)(F)F)cc3)CC2)c1. Product: Nc1cccc(S(=O)(=O)N2CCN(Cc3ccc(C(O)(C(F)(F)F)C(F)(F)F)cc3)CC2)c1. As a reaction SMILES: [CH3:36][CH2:37][O:38][C:39](=[O:40])[CH3:41].[F:1][C:2]([C:3]([C:4]([F:5])([F:6])[F:7])([OH:8])[c:9]1[cH:10][cH:11][c:12]([CH2:15][N:16]2[CH2:17][CH2:18][N:19]([S:22](=[O:23])(=[O:24])[c:25]3[cH:26][c:27]([N+:31]([O-:32])=[O:33])[cH:28][cH:29][cH:30]3)[CH2:20][CH2:21]2)[cH:13][cH:14]1)([F:34])[F:35]>>[F:1][C:2]([C:3]([C:4]([F:5])([F:6])[F:7])([OH:8])[c:9]1[cH:10][cH:11][c:12]([CH2:15][N:16]2[CH2:17][CH2:18][N:19]([S:22](=[O:23])(=[O:24])[c:25]3[cH:26][c:27]([NH2:31])[cH:28][cH:29][cH:30]3)[CH2:20][CH2:21]2)[cH:13][cH:14]1)([F:34])[F:35].